From a dataset of the Open Reaction Database (ORD), a public repository of structured organic reaction records. describe an organic reaction: reactants, conditions, products, and yield Reaction SMILES: [S:1]1[C:5]([C:6]2[CH:11]=[CH:10][C:9]([CH2:12][N:13]([NH:32][C:33]([O:35][C:36]([CH3:39])([CH3:38])[CH3:37])=[O:34])[CH2:14][C@H:15]([OH:31])[C@@H:16]([NH:24]C(=O)C(F)(F)F)[CH2:17][C:18]3[CH:23]=[CH:22][CH:21]=[CH:20][CH:19]=3)=[CH:8][CH:7]=2)=[CH:4][N:3]=[CH:2]1.C(Cl)Cl.O>CO>[S:1]1[C:5]([C:6]2[CH:11]=[CH:10][C:9]([CH2:12][N:13]([NH:32][C:33]([O:35][C:36]([CH3:39])([CH3:38])[CH3:37])=[O:34])[CH2:14][C@H:15]([OH:31])[C@@H:16]([NH2:24])[CH2:17][C:18]3[CH:23]=[CH:22][CH:21]=[CH:20][CH:19]=3)=[CH:8][CH:7]=2)=[CH:4][N:3]=[CH:2]1. Reactants: C(Cl)Cl (Methylene chloride), O (water), S1C=NC=C1C1=CC=C(C=C1)CN(C[C@@H]([C@H](CC1=CC=CC=C1)NC(C(F)(F)F)=O)O)NC(=O)OC(C)(C)C (1-[4-(thiazol-5-yl)-phenyl]-4(S)-hydroxy-2-(tert-butoxycarbonyl)amino-5(S)-(trifluoroacetyl)amino-6-phenyl-2-azahexane). Yields the product S1C=NC=C1C1=CC=C(C=C1)CN(C[C@@H]([C@H](CC1=CC=CC=C1)N)O)NC(=O)OC(C)(C)C (1-[4-(Thiazol-5-yl)-phenyl]-4(S)-hydroxy-2-(tertbutoxycarbonyl)amino-5(S)-amino-6-phenyl-2-azahexane). Conditions: temperature 70 celsius, time 15 hour. Procedure details: 100 ml of a 1N KDCO3 solution are added dropwise to a solution of 5.646 g (10.0 mmol) of 1-[4-(thiazol-5-yl)-phenyl]-4(S)-hydroxy-2-(tert-butoxycarbonyl)amino-5(S)-(trifluoroacetyl)amino-6-phenyl-2-azahexane in 100 ml of methanol and the mixture is stirred at 70° C. for 15 hours. Methylene chloride and water are added; the aqueous phase is separated off and extracted 2× with methylene chloride. The organic phases are washed 2× with water, dried (Na2SO4) and concentrated by evaporation, yielding ... The solvent is CO (methanol). The reactants are O1CCOCC1 (dioxane), Cl (HCl), C1(=CC=C(C=C1)C[C@H](C[C@@](C(=O)O)(C)CO)NC(=O)OC(C)(C)C)C1=CC=CC=C1 ((2S,4R)-5-Biphenyl-4-yl-4-t-butoxycarbonylamino-2-hydroxymethyl-2-methyl-pentanoic acid), C=1C=CC2=C(C1)N=NN2O (HOBt), CCN=C=NCCCN(C)C (EDCI), O1CC(C1)O (Oxetan-3-ol), CN1CCOCC1 (4-methylmorpholine), CC#N (MeCN). Procedure: (2S,4R)-5-Biphenyl-4-yl-4-t-butoxycarbonylamino-2-hydroxymethyl-2-methyl-pentanoic acid (100 mg, 242 μmol), HOBt (98 mg, 720 μmol), and EDCI (130 μL, 720 μmol) were dissolved in DCM and stirred for 15 minutes. Oxetan-3-ol (140 mg, 1.9 mmol) and 4-methylmorpholine (110 μL, 970 μmol) were added and the resulting mixture was stirred at room temperature for 2 hours. The reaction was quenched with water and the DCM layer was separated and concentrated. The product was then purified (Interchim reverse... Run at time 15 minute. RXN SMILES: [C:1]1([C:25]2[CH:30]=[CH:29][CH:28]=[CH:27][CH:26]=2)[CH:6]=[CH:5][C:4]([CH2:7][C@@H:8]([NH:17]C(OC(C)(C)C)=O)[CH2:9][C@:10]([CH2:15][OH:16])([CH3:14])[C:11]([OH:13])=[O:12])=[CH:3][CH:2]=1.C1C=CC2N(O)N=NC=2C=1.CCN=C=NCCCN(C)C.[O:52]1[CH2:55][CH:54](O)[CH2:53]1.CN1CCOCC1.CC#N.Cl.O1CCOCC1>C(Cl)Cl>[O:52]1[CH2:55][CH:54]([O:13][C:11](=[O:12])[C@@:10]([CH2:15][OH:16])([CH3:14])[CH2:9][C@H:8]([NH2:17])[CH2:7][C:4]2[CH:5]=[CH:6][C:1]([C:25]3[CH:30]=[CH:29][CH:28]=[CH:27][CH:26]=3)=[CH:2][CH:3]=2)[CH2:53]1. Run in C(Cl)Cl (DCM). Product: O1CC(C1)OC([C@](C[C@@H](CC1=CC=C(C=C1)C1=CC=CC=C1)N)(C)CO)=O ((2S,4R)-4-amino-5-biphenyl-4-yl-2-hydroxymethyl-2-methyl-pentanoic acid oxetan-3-yl ester).